describe an organic reaction: reactants, conditions, products, and yield From a dataset of the Open Reaction Database (ORD), a public repository of structured organic reaction records. Starting materials: CN1C(=O)Cc2ccc(-c3ccc(CC(C#N)NC(=O)C4(NC(=O)OC(C)(C)C)CCOCC4)cc3)cc21, O=CO, N. Yields the product CN1C(=O)Cc2ccc(-c3ccc(CC(C#N)NC(=O)C4(N)CCOCC4)cc3)cc21. RXN SMILES: [C:1](#[N:2])[CH:3]([CH2:4][c:5]1[cH:6][cH:7][c:8](-[c:11]2[cH:12][cH:13][c:14]3[c:18]([cH:19]2)[N:17]([CH3:20])[C:16](=[O:21])[CH2:15]3)[cH:9][cH:10]1)[NH:22][C:23](=[O:24])[C:25]1([NH:31][C:32](=[O:33])[O:34][C:35]([CH3:36])([CH3:37])[CH3:38])[CH2:26][CH2:27][O:28][CH2:29][CH2:30]1.[CH:40]([OH:41])=[O:42].[NH3:39]>>[C:1](#[N:2])[CH:3]([CH2:4][c:5]1[cH:6][cH:7][c:8](-[c:11]2[cH:12][cH:13][c:14]3[c:18]([cH:19]2)[N:17]([CH3:20])[C:16](=[O:21])[CH2:15]3)[cH:9][cH:10]1)[NH:22][C:23](=[O:24])[C:25]1([NH2:31])[CH2:26][CH2:27][O:28][CH2:29][CH2:30]1. Starting materials: C(C1=CC=CC=C1)OC1=CC=C(N)C=C1 (4-benzyloxyaniline), ClC=1C2=C(N=CN1)C=NC(=C2)Cl (4,6-dichloro-pyrido[3,4-d]pyrimidine). The product is C(C1=CC=CC=C1)OC1=CC=C(C=C1)NC=1C2=C(N=CN1)C=NC(=C2)Cl ((4-Benzyloxyphenyl)-(6-chloro-pyrido[3,4-d]pyrimidin-4-yl)-amine). As a reaction SMILES: [CH2:1]([O:8][C:9]1[CH:15]=[CH:14][C:12]([NH2:13])=[CH:11][CH:10]=1)[C:2]1[CH:7]=[CH:6][CH:5]=[CH:4][CH:3]=1.Cl[C:17]1[C:18]2[CH:26]=[C:25]([Cl:27])[N:24]=[CH:23][C:19]=2[N:20]=[CH:21][N:22]=1>>[CH2:1]([O:8][C:9]1[CH:10]=[CH:11][C:12]([NH:13][C:17]2[C:18]3[CH:26]=[C:25]([Cl:27])[N:24]=[CH:23][C:19]=3[N:20]=[CH:21][N:22]=2)=[CH:14][CH:15]=1)[C:2]1[CH:3]=[CH:4][CH:5]=[CH:6][CH:7]=1. Reported procedure: Prepared according to Procedure A from 4-benzyloxyaniline (1 eq) and 4,6-dichloro-pyrido[3,4-d]pyrimidine (1 eq); δH (CDCl3) 9.11 (1H, s), 8.78 (1H, s), 7.75 (1H, d), 7.56 (2H, dd), 7.40 (5H, m), 7.15 (2H, d), 5.10 (2H, s); m/z (M+1)+409. The reactants are CN(C)CCN(C)C (TMEDA), BrCCCCC (1-bromopentane), C1(=CC=CC=C1)C(CC1N2CCC(C1)CC2)C2=CC=CC=C2 (2-(2,2-diphenylethyl)-1-azabicyclo[2.2.2]octane), solution, C(CCC)[Li] (butyl lithium). The solvent is C1CCCCC1 (cyclohexane), CCCCCC (hexane). The product is C1(=CC=CC=C1)C(CC1N2CCC(C1)CC2)(CCCCC)C2=CC=CC=C2 (2-(2,2-diphenylheptyl)-1-azabicyclo[2.2.2]octane). Reaction SMILES: [C:1]1([CH:7]([C:17]2[CH:22]=[CH:21][CH:20]=[CH:19][CH:18]=2)[CH2:8][CH:9]2[CH2:14][CH:13]3[CH2:15][CH2:16][N:10]2[CH2:11][CH2:12]3)[CH:6]=[CH:5][CH:4]=[CH:3][CH:2]=1.C([Li])CCC.CN(CCN(C)C)C.Br[CH2:37][CH2:38][CH2:39][CH2:40][CH3:41]>CCCCCC.C1CCCCC1>[C:17]1([C:7]([C:1]2[CH:2]=[CH:3][CH:4]=[CH:5][CH:6]=2)([CH2:37][CH2:38][CH2:39][CH2:40][CH3:41])[CH2:8][CH:9]2[CH2:14][CH:13]3[CH2:15][CH2:16][N:10]2[CH2:11][CH2:12]3)[CH:18]=[CH:19][CH:20]=[CH:21][CH:22]=1. Procedure details: Following the procedure which is described in Example 4, 2.91 parts of 2-(2,2-diphenylethyl)-1-azabicyclo[2.2.2]octane in 40 parts by volume of cyclohexane, 5.1 parts by volume of a 2.17 M solution of butyl lithium in hexane are reacted with 1.5 parts by volume of TMEDA and 1.65 parts of 1-bromopentane to provide 2-(2,2-diphenylheptyl)-1-azabicyclo[2.2.2]octane. This compound is then treated with 0.570 parts of maleic acid to give 2-(2,2-diphenylheptyl)-1-azabicyclo[2.2.2]octane maleate, melting... Reactants: C=O (paraformaldehyde), ice water, C(C)(C)C1=CC(=CC2=C1C(NS2(=O)=O)=O)OC (4-isopropyl-6-methoxy-1,2-benzisothiazol-3(2H)-one 1,1-dioxide), Br (HBr). Run in C(C)(=O)O (acetic acid), C(C)(=O)O (acetic acid). Yields the product BrCN1S(C2=C(C1=O)C(=CC(=C2)OC)C(C)C)(=O)=O (2-bromomethyl-4-isopropyl-6-methoxy-1,2-benzisothiazol-3(2H)-one 1,1-dioxide). Isolated yield 66.0%. Reaction SMILES: [CH:1]([C:4]1[C:9]2[C:10](=O)[NH:11][S:12](=[O:14])(=[O:13])[C:8]=2[CH:7]=[C:6]([O:16][CH3:17])[CH:5]=1)([CH3:3])[CH3:2].[CH2:18]=[O:19].[BrH:20]>C(O)(=O)C>[Br:20][CH2:10][N:11]1[C:18](=[O:19])[C:9]2[C:4]([CH:1]([CH3:3])[CH3:2])=[CH:5][C:6]([O:16][CH3:17])=[CH:7][C:8]=2[S:12]1(=[O:13])=[O:14]. Reported procedure: To a mixture of 4-isopropyl-6-methoxy-1,2-benzisothiazol-3(2H)-one 1,1-dioxide in acetic acid (20 ml) was added paraformaldehyde (0.7 g, 23.33 mmol), followed by 48% HBr in acetic acid (4.2 ml, 23.45 mmol). The mixture was heated at 50°-55° C. for 4 hours, cooled, poured over ice-water and filtered. The product was purified by column chromatography on silica gel eluting with 10-15% ethyl acetate/hexane to afford 1.88 g (66%) of 2-bromomethyl-4-isopropyl-6-methoxy-1,2-benzisothiazol-3(2H)-one 1,1... Reactants: CCC(=O)Cl, O=C1Nc2ccccc2Nc2cscc21, c1ccccc1. Yields the product CCC(=O)N1c2ccccc2NC(=O)c2cscc21. Reaction SMILES: [C:16]([CH2:17][CH3:18])(=[O:19])[Cl:20].[cH:1]1[s:2][cH:3][c:4]2[c:10]1[C:9](=[O:11])[NH:8][c:7]1[c:6]([cH:15][cH:14][cH:13][cH:12]1)[NH:5]2.[cH:21]1[cH:22][cH:23][cH:24][cH:25][cH:26]1>>[cH:1]1[s:2][cH:3][c:4]2[c:10]1[C:9](=[O:11])[NH:8][c:7]1[c:6]([cH:15][cH:14][cH:13][cH:12]1)[N:5]2[C:16]([CH2:17][CH3:18])=[O:19].